describe an organic reaction: reactants, conditions, products, and yield From a dataset of the Open Reaction Database (ORD), a public repository of structured organic reaction records. Starting materials: CCN=C=NCCCN(C)C, CN(C)C=O, CCN(C(C)C)C(C)C, Clc1ccc(C2NCCc3sccc32)cc1, Cl, O, On1nnc2ccccc21, O=C(O)c1ccc(O)cc1. Product: O=C(c1ccc(O)cc1)N1CCc2sccc2C1c1ccc(Cl)cc1. Reaction SMILES: [CH3:22][N:23]([CH3:24])[CH2:25][CH2:26][CH2:27][N:28]=[C:29]=[N:30][CH2:31][CH3:32].[CH3:58][N:59]([CH3:60])[CH:61]=[O:62].[CH:49]([N:50]([CH2:51][CH3:52])[CH:53]([CH3:54])[CH3:55])([CH3:56])[CH3:57].[Cl:33][c:34]1[cH:35][cH:36][c:37]([CH:40]2[NH:41][CH2:42][CH2:43][c:44]3[c:45]2[cH:46][cH:47][s:48]3)[cH:38][cH:39]1.[ClH:21].[OH2:63].[OH:11][n:12]1[c:13]2[cH:14][cH:15][cH:16][cH:17][c:18]2[n:19][n:20]1.[OH:1][C:2](=[O:3])[c:4]1[cH:5][cH:6][c:7]([OH:8])[cH:9][cH:10]1>>[C:2](=[O:3])([c:4]1[cH:5][cH:6][c:7]([OH:8])[cH:9][cH:10]1)[N:41]1[CH:40]([c:37]2[cH:36][cH:35][c:34]([Cl:33])[cH:39][cH:38]2)[c:45]2[c:44]([s:48][cH:47][cH:46]2)[CH2:43][CH2:42]1.